The task is: describe an organic reaction: reactants, conditions, products, and yield. This data is from the Open Reaction Database (ORD), a public repository of structured organic reaction records. Starting materials: ( 1 ), C[SiH](C)C (Trimethylsilane), C(C)(C)[N-]C(C)C.[Li+] (Lithium diisopropylamide), FC1=CC=C(C=C1)C1CC2(OCCO2)CCC1=O (7-(4-fluorophenyl)-1,4-dioxaspiro[4.5]decan-8-one). The solvent is C1CCOC1 (THF), CCOC(=O)C (EtOAc). Reaction conditions: time 1 hour. Yields the product FC1=CC=C(C=C1)C1C(=CCC2(OCCO2)C1)O[Si](C)(C)C ((9-(4-fluorophenyl)-1,4-dioxaspiro[4.5]dec-7-en-8-yloxy)trimethylsilane). The yield is 100.0%. RXN SMILES: C([N-]C(C)C)(C)C.[Li+].[F:9][C:10]1[CH:15]=[CH:14][C:13]([CH:16]2[C:25](=[O:26])[CH2:24][CH2:23][C:18]3([O:22][CH2:21][CH2:20][O:19]3)[CH2:17]2)=[CH:12][CH:11]=1.[CH3:27][SiH:28]([CH3:30])[CH3:29]>C1COCC1.CCOC(C)=O>[F:9][C:10]1[CH:15]=[CH:14][C:13]([CH:16]2[CH2:17][C:18]3([O:19][CH2:20][CH2:21][O:22]3)[CH2:23][CH:24]=[C:25]2[O:26][Si:28]([CH3:30])([CH3:29])[CH3:27])=[CH:12][CH:11]=1 |f:0.1|. Reported procedure: Step AAC (1): Followed a method described by A. de Meijer et. al Chem. Eur. J. 2007, 13, 3739. Lithium diisopropylamide (1.8 M in THF, 1.26 mL, 2.26 mmol) was added to a −78° C. solution of 7-(4-fluorophenyl)-1,4-dioxaspiro[4.5]decan-8-one (515 mg, 2.06 mmol, O. Dirat et. al Tetrahedron Lett. 2006, 47, 1295) in THF (7 mL). The resulting mixture was allowed to stir for 1 hr. Trimethylsilane (0.289 mL, 2.264 mmol) was added and the mixture was allowed to warm to rt and stir for 30 min. The crude r...